From a dataset of the Open Reaction Database (ORD), a public repository of structured organic reaction records. describe an organic reaction: reactants, conditions, products, and yield Starting materials: [Cl-].[Li+] (lithium chloride), [B] (boron), [Mg] (magnesium), S(=O)(=O)([O-])[O-] (sulfate), [OH-].[Ca+2].[OH-] (slaked lime). Run in [Cl-].[Na+].O (brine). Product: B([O-])([O-])[O-].B([O-])([O-])[O-].B([O-])([O-])[O-].B([O-])([O-])[O-].[Ca+2].[Ca+2].[Ca+2].[Ca+2].[Ca+2].[Ca+2] (calcium tetra borate), O.O.S(=O)(=O)([O-])[O-].[Ca+2] (calcium sulfate dihydrate). Reaction SMILES: [Cl-].[Li+].[B:3].[Mg].[S:5]([O-:9])([O-:8])(=[O:7])=[O:6].[OH-:10].[Ca+2:11].[OH-:12]>[Cl-].[Na+].O>[B:3]([O-:6])([O-:12])[O-:10].[B:3]([O-:6])([O-:12])[O-:10].[B:3]([O-:6])([O-:12])[O-:10].[B:3]([O-:6])([O-:12])[O-:10].[Ca+2:11].[Ca+2:11].[Ca+2:11].[Ca+2:11].[Ca+2:11].[Ca+2:11].[OH2:6].[OH2:6].[S:5]([O-:9])([O-:8])(=[O:7])=[O:6].[Ca+2:11] |f:0.1,5.6.7,8.9.10,11.12.13.14.15.16.17.18.19.20,21.22.23.24|. Procedure details: A brine containing 0.77% lithium in the form of lithium chloride, and 0.28% boron, as well as magnesium and sulfate impurities, was treated with a slurry of slaked lime to a pH of 11.2 to precipitate magnesium as magnesium hydroxide and then treated with a sufficient amount of a 20% solution of calcium chloride to form calcium tetra borate (CaB2O4.6H2O), and gypsum. At pH 11.2, only gypsum precipitated and boron was reduced to 0.15%B due to a dilution effect. Upon concentrating the brine by evap... Starting materials: C(C)(=O)NC(C(=O)O)CC1=CC=C(C=C1)C(F)(F)F (2-acetamido-3-(4-(trifluoromethyl)phenyl)propanoic acid), CoCl2, Cl (HCl). The solvent is [OH-].[Na+] (NaOH), O (water). Reaction conditions: time 2 day. The product is C(C)(=O)N[C@@H](C(=O)O)CC1=CC=C(C=C1)C(F)(F)F ((R)-2-acetamido-3-(4-(trifluoromethyl)phenyl)propanoic acid). Isolated yield 0.0%. RXN SMILES: [C:1]([NH:4][CH:5]([CH2:9][C:10]1[CH:15]=[CH:14][C:13]([C:16]([F:19])([F:18])[F:17])=[CH:12][CH:11]=1)[C:6]([OH:8])=[O:7])(=[O:3])[CH3:2].Cl>[OH-].[Na+].O>[C:1]([NH:4][C@H:5]([CH2:9][C:10]1[CH:11]=[CH:12][C:13]([C:16]([F:17])([F:18])[F:19])=[CH:14][CH:15]=1)[C:6]([OH:8])=[O:7])(=[O:3])[CH3:2] |f:2.3|. Procedure details: A solution of 2-acetamido-3-(4-(trifluoromethyl)phenyl)propanoic acid (LXIII) (30 g, 109 mol) in 1 M NaOH (50 mL) and water (1 L) was adjusted to pH 7.6-7.8 before adding CoCl2 (300 mg, 2.3 mmol) and Acylase I (3 g) (from Aspergilus melleus). The reaction was stirred at room temperature under argon for 2 days at which time Marfey's test was performed and additional enzyme (1 g) was added and the reaction was stirred for an additional day. The mixture was acidified with 2 M HCl to pH 1 and extrac... Starting materials: N1=CC=CC=C1 (pyridine), C(C)(=O)OC(C)=O (acetic anhydride), CCCCCCCCCCCCC/C=C/[C@H]([C@H](CO)N)O (D-erythro-sphingosine). The reagents and catalysts are CN(C1=CC=NC=C1)C (4-dimethylaminopyridine). Solvent: ClCCl (dichloromethane), ClCCl (dichloromethane). Conditions: temperature 25 celsius, time 2 hour. The product is CC(=O)CC(=O)CC(=O)O (triacetate). As a reaction SMILES: CCCCCCCCCCCCC/C=[CH:15]/[C@@H:16]([OH:21])[C@@H:17](N)[CH2:18][OH:19].N1C=CC=CC=1.C([O:31][C:32](=[O:34])[CH3:33])(=O)C>ClCCl.CN(C)C1C=CN=CC=1>[CH3:15][C:16]([CH2:17][C:18]([CH2:33][C:32]([OH:31])=[O:34])=[O:19])=[O:21]. Procedure: To a cooled (0° C.) solution of 38.1 mg (0.127 mmol) of D-erythro-sphingosine 1 in 3.0 mL of dichloromethane was added 61.5 μL (0.762 mmol) of pyridine, 72.0 μL (0.762 mmol) of acetic anhydride and 0.78 mg (6.4 μmol) of 4-dimethylaminopyridine. The solution was warmed to 25° C., stirred for 2 h and poured in 30 mL of dichloromethane. The mixture was washed with 40 mL each of saturated aqueous sodium bicarbonate, saturated aqueous cupric sulfate, brine and dried over anhydrous sodium sulfate. Con... RXN SMILES: Cl[CH2:2][CH2:3][C:4]1[C:9](=[O:10])[N:8]2[N:11]=[C:12]([CH3:14])[S:13][C:7]2=[N:6][C:5]=1[CH3:15].[F:16][C:17]1[CH:18]=[C:19]2[C:23](=[CH:24][CH:25]=1)[N:22]([CH:26]1[CH2:31][CH2:30][NH:29][CH2:28][CH2:27]1)[CH:21]=[CH:20]2.N1(C2CCN(CCC3C(=O)N4C=CSC4=NC=3C)CC2)C2C(=CC=CC=2)C=C1.C(=O)([O-])[O-].[Na+].[Na+].[I-].[K+].C(=O)([O-])O.[Na+]>CC(C)CC(=O)C.C(OCCO)C>[F:16][C:17]1[CH:18]=[C:19]2[C:23](=[CH:24][CH:25]=1)[N:22]([CH:26]1[CH2:31][CH2:30][N:29]([CH2:2][CH2:3][C:4]3[C:9](=[O:10])[N:8]4[N:11]=[C:12]([CH3:14])[S:13][C:7]4=[N:6][C:5]=3[CH3:15])[CH2:28][CH2:27]1)[CH:21]=[CH:20]2 |f:3.4.5,6.7,8.9|. The solvent is C(C)OCCO (2-ethoxyethanol), CC(CC(C)=O)C (4-methyl-2-pentanone). The yield is 21.8%. The reactants are ClCCC1=C(N=C2N(C1=O)N=C(S2)C)C (6-(2-chloroethyl)-2,7-dimethyl-5H-1,3,4-thiadiazolo[3,2-a]pyrimidin-5-one), [I-].[K+] (potassium iodide), C([O-])([O-])=O.[Na+].[Na+] (sodium carbonate), FC=1C=C2C=CN(C2=CC1)C1CCNCC1 (5-fluoro-1-(4-piperidinyl)-1H-indole), N1(C=CC2=CC=CC=C12)C1CCN(CC1)CCC1=C(N=C2N(C1=O)C=CS2)C (6-[2-[4-(1H-indol-1-yl)-1-piperidinyl]ethyl]-7-methyl-5H-thiazolo[3,2-a]pyrimidin-5-one), C(O)([O-])=O.[Na+] (sodium hydrogen carbonate). Procedure: A mixture of 6-(2-chloroethyl)-2,7-dimethyl-5H-1,3,4-thiadiazolo[3,2-a]pyrimidin-5-one (3.6 g), prepared as described in EP-A-0,353,821, 5-fluoro-1-(4-piperidinyl)-1H-indole (3.3 g), prepared according to the procedure described in Synthetic Communications, 18 (3), 265-273 (1988), sodium carbonate (1 g), potassium iodide (catalytic quantity) and sodium hydrogen carbonate (2 g) in 4-methyl-2-pentanone (150 ml) and 2-ethoxyethanol (50 ml) was stirred and refluxed overnight. The mixture was filtere... Yields the product FC=1C=C2C=CN(C2=CC1)C1CCN(CC1)CCC1=C(N=C2N(C1=O)N=C(S2)C)C (6-[2-[4-(5-fluoro-1H-indol-1-yl)-1-piperidinyl]-ethyl]-2,7-dimethyl-5H-1,3,4-thiadiazolo[3,2-a]pyrimidin-5-one). Starting materials: C1=CC=CC=2OC3=CC=CC=C3C(C12)C(C(=O)OCC)C(C1=CC(=C(C=C1)C(=O)OC)OC)=O (ethyl 2-(9H-xanthen-9-yl)-2-(3-methoxy-4-methoxycarbonylbenzoyl)acetate). Run in CS(=O)C (dimethylsulphoxide), O (water), O (water). The product is C1=CC=CC=2OC3=CC=CC=C3C(C12)CC(=O)C1=CC(=C(C(=O)OC)C=C1)OC (methyl 4-[2-(9H-xanthen-9-yl)acetyl]-2-methoxybenzoate). As a reaction SMILES: [CH:1]1[C:14]2[CH:13]([CH:15]([C:21](=[O:34])[C:22]3[CH:27]=[CH:26][C:25]([C:28]([O:30][CH3:31])=[O:29])=[C:24]([O:32][CH3:33])[CH:23]=3)C(OCC)=O)[C:12]3[C:7](=[CH:8][CH:9]=[CH:10][CH:11]=3)[O:6][C:5]=2[CH:4]=[CH:3][CH:2]=1>CS(C)=O.O>[CH:1]1[C:14]2[CH:13]([CH2:15][C:21]([C:22]3[CH:27]=[CH:26][C:25]([C:28]([O:30][CH3:31])=[O:29])=[C:24]([O:32][CH3:33])[CH:23]=3)=[O:34])[C:12]3[C:7](=[CH:8][CH:9]=[CH:10][CH:11]=3)[O:6][C:5]=2[CH:4]=[CH:3][CH:2]=1. Procedure: To a solution of ethyl 2-(9H-xanthen-9-yl)-2-(3-methoxy-4-methoxycarbonylbenzoyl)acetate (7.0 g, 14.6 mmol) in dimethylsulphoxide (40 ml) was added water (0.53 ml, 29.3 mmol). The solution was stirred under an atmosphere of nitrogen at reflux for 1.5 h before cooling and diluting with water. The mixture was extracted with dichloromethane (3×) and the combined extracts washed with water (5×) and a saturated solution of sodium chloride. The organic phase was dried over magnesium sulphate, filtered... Starting materials: [Al+3], COC(=O)CC1CCC(OC2CCCCO2)C1COCc1ccccc1, CC(C)C[AlH]CC(C)C, Cc1ccccc1, CO, [Mg+2], O=S(=O)([O-])[O-], [OH-], [OH-], [OH-]. The product is OCCC1CCC(OC2CCCCO2)C1COCc1ccccc1. As a reaction SMILES: [Al+3:37].[CH2:1]([c:2]1[cH:3][cH:4][cH:5][cH:6][cH:7]1)[O:8][CH2:9][CH:10]1[CH:11]([O:20][CH:21]2[O:22][CH2:23][CH2:24][CH2:25][CH2:26]2)[CH2:12][CH2:13][CH:14]1[CH2:15][C:16](=[O:17])[O:18][CH3:19].[CH3:27][CH:28]([CH2:29][AlH:30][CH2:31][CH:32]([CH3:33])[CH3:34])[CH3:35].[CH3:46][c:47]1[cH:48][cH:49][cH:50][cH:51][cH:52]1.[CH3:53][OH:54].[Mg+2:40].[O-:41][S:42](=[O:43])(=[O:44])[O-:45].[OH-:36].[OH-:38].[OH-:39]>>[CH2:1]([c:2]1[cH:3][cH:4][cH:5][cH:6][cH:7]1)[O:8][CH2:9][CH:10]1[CH:11]([O:20][CH:21]2[O:22][CH2:23][CH2:24][CH2:25][CH2:26]2)[CH2:12][CH2:13][CH:14]1[CH2:15][CH2:16][OH:17]. The reactants are C[Al](C)C, CCCCCCC, [Cl-], ClCCl, O=Cc1nc(CCl)cs1, Cl, N#N, [NH4+]. Yields the product CC(O)c1nc(CCl)cs1. As a reaction SMILES: [CH3:12][Al:13]([CH3:14])[CH3:15].[CH3:22][CH2:23][CH2:24][CH2:25][CH2:26][CH2:27][CH3:28].[Cl-:16].[Cl:19][CH2:20][Cl:21].[Cl:3][CH2:4][c:5]1[n:6][c:7]([CH:10]=[O:11])[s:8][cH:9]1.[ClH:18].[N:1]#[N:2].[NH4+:17]>>[Cl:3][CH2:4][c:5]1[n:6][c:7]([CH:10]([OH:11])[CH3:12])[s:8][cH:9]1. Reactants: O[C@@H]1C[C@@H]2CC[C@H]3[C@@H]4CC[C@H](C(C)=O)[C@]4(CC[C@@H]3[C@]2(CC1)C)C (3β-hydroxy-5α-pregnan-20-one), C1(=CC=CC=C1)P(C1=CC=CC=C1)C1=CC=CC=C1 (triphenylphosphine), C(C)(=O)O (acetic acid), diisopropylazidodicarboxylate. The solvent is C1CCOC1 (THF), O1CCCC1 (tetrahydrofuran). Conditions: time 30 minute. Product: C(C)(=O)O[C@H]1C[C@@H]2CC[C@H]3[C@@H]4CC[C@H](C(C)=O)[C@]4(CC[C@@H]3[C@]2(CC1)C)C (3α-acetoxy-5α-pregnan-20-one). Isolated yield 97.5%. As a reaction SMILES: [OH:1][C@H:2]1[CH2:21][CH2:20][C@@:19]2([CH3:22])[C@@H:4]([CH2:5][CH2:6][C@@H:7]3[C@@H:18]2[CH2:17][CH2:16][C@@:15]2([CH3:23])[C@H:8]3[CH2:9][CH2:10][C@@H:11]2[C:12](=[O:14])[CH3:13])[CH2:3]1.C1(P(C2C=CC=CC=2)C2C=CC=CC=2)C=CC=CC=1.[C:43](O)(=[O:45])[CH3:44]>O1CCCC1>[C:43]([O:1][C@@H:2]1[CH2:21][CH2:20][C@@:19]2([CH3:22])[C@@H:4]([CH2:5][CH2:6][C@@H:7]3[C@@H:18]2[CH2:17][CH2:16][C@@:15]2([CH3:23])[C@H:8]3[CH2:9][CH2:10][C@@H:11]2[C:12](=[O:14])[CH3:13])[CH2:3]1)(=[O:45])[CH3:44]. Procedure: To a stirred solution of 3β-hydroxy-5α-pregnan-20-one (4.5 g, 318.5 g/m, 14 mmol) in 150 mL of freshly distilled THF, triphenylphosphine (5.58 g, 262.3 g/m, 21 mmol), and acetic acid (1.22 mL) were added. To this stirred reaction mixture at room temperature was added a solution of diisopropylazidodicarboxylate (DIAD) (4.18 mL, 1.027 g/ml, 202.2 g/m, 21 mmol) in 75 mL of tetrahydrofuran dropwise over a period of 10 minutes. After 30 min., the reaction mixture was concentrated under reduced pressu...